Dataset: the Open Reaction Database (ORD), a public repository of structured organic reaction records. Task: describe an organic reaction: reactants, conditions, products, and yield Product: COc1ccc2ccc(S(=O)(=O)N(C)C3CCN(Cc4ccc5ccnc(Cl)c5c4)C3=O)cc2c1. Reaction SMILES: [C:35](=[O:36])([O-:37])[O-:38].[CH2:47]([Cl:48])[Cl:49].[CH3:41][I:42].[CH3:43][C:44](=[O:45])[CH3:46].[Cl:1][c:2]1[n:3][cH:4][cH:5][c:6]2[cH:7][cH:8][c:9]([CH2:12][N:13]3[C:14](=[O:34])[CH:15]([NH:18][S:19](=[O:20])(=[O:21])[c:22]4[cH:23][c:24]5[cH:25][c:26]([O:32][CH3:33])[cH:27][cH:28][c:29]5[cH:30][cH:31]4)[CH2:16][CH2:17]3)[cH:10][c:11]12.[K+:39].[K+:40]>>[Cl:1][c:2]1[n:3][cH:4][cH:5][c:6]2[cH:7][cH:8][c:9]([CH2:12][N:13]3[C:14](=[O:34])[CH:15]([N:18]([S:19](=[O:20])(=[O:21])[c:22]4[cH:23][c:24]5[cH:25][c:26]([O:32][CH3:33])[cH:27][cH:28][c:29]5[cH:30][cH:31]4)[CH3:35])[CH2:16][CH2:17]3)[cH:10][c:11]12. Reactants: O=C([O-])[O-], ClCCl, CI, CC(C)=O, COc1ccc2ccc(S(=O)(=O)NC3CCN(Cc4ccc5ccnc(Cl)c5c4)C3=O)cc2c1, [K+], [K+]. Procedure: 23.8 g of nicotinoyl chloride-hydrochloride are added in portions in the course of 15 minutes to a suspension of 5.0 g of 1,4-anhydro-D-glucitol (Arlitan) in 30 g of triethylamine and 100 ml of methylene chloride, at 40°, whilst stirring and with the exclusion of atmospheric moisture. After the reaction mixture has been allowed to react for a further 30 minutes, it is filtered and the bulk of the methylene chloride is distilled off from the filtrate. The residue which is thus formed from the fil... As a reaction SMILES: Cl.[C:2](Cl)(=[O:9])[C:3]1[CH:8]=[CH:7][CH:6]=[N:5][CH:4]=1.[CH2:11]1[O:17][C@H:16]([C@@H:18]([CH2:20][OH:21])[OH:19])[C@H:14]([OH:15])[C@H:12]1[OH:13]>C(N(CC)CC)C.C(Cl)Cl>[C:2]([O:13][C@@H:12]1[C@@H:14]([O:15][C:2](=[O:9])[C:3]2[CH:8]=[CH:7][CH:6]=[N:5][CH:4]=2)[C@@H:16]([C@@H:18]([CH2:20][O:21][C:2](=[O:9])[C:3]2[CH:8]=[CH:7][CH:6]=[N:5][CH:4]=2)[O:19][C:2](=[O:9])[C:3]2[CH:8]=[CH:7][CH:6]=[N:5][CH:4]=2)[O:17][CH2:11]1)(=[O:9])[C:3]1[CH:8]=[CH:7][CH:6]=[N:5][CH:4]=1 |f:0.1|. Run in C(C)N(CC)CC (triethylamine), C(Cl)Cl (methylene chloride), C(Cl)Cl (methylene chloride). The reactants are Cl.C(C1=CN=CC=C1)(=O)Cl (nicotinoyl chloride-hydrochloride), C1[C@H](O)[C@@H](O)[C@H](O1)[C@H](O)CO (1,4-anhydro-D-glucitol). Yields the product C(C1=CN=CC=C1)(=O)O[C@H]1CO[C@@H]([C@@H]1OC(C1=CN=CC=C1)=O)[C@H](OC(C1=CN=CC=C1)=O)COC(C1=CN=CC=C1)=O (2,3,5,6-tetra-O-nicotinoyl-1,4-anhydro-D-glucitol).